From a dataset of the Open Reaction Database (ORD), a public repository of structured organic reaction records. describe an organic reaction: reactants, conditions, products, and yield The reactants are COC1=NC=C(C=C1NC([C@H](CC1=CC=CC=C1)NC1(CC1)C1=NC=CC=C1)=O)C1=CC=NC=C1 ((S)—N-(2-methoxy-5-(pyridin-4-yl)pyridin-3-yl)-3-phenyl-2-(1-(pyridin-2-yl)cyclopropylamino)propanamide), COC1=NC=C(C=C1N)C1=CC=NN1C1OCCCC1 (2-Methoxy-5-(1-(tetrahydro-2H-pyran-2-yl)-1H-pyrazol-5-yl)pyridin-3-amine). Yields the product COC1=NC=C(C=C1NC([C@H](CC1=CC=CC=C1)NC1(CC1)C1=NC=CC=C1)=O)C1=CC=NN1C1OCCCC1 ((2S)—N-(2-methoxy-5-(1-(tetrahydro-2H-pyran-2-yl)-1H-pyrazol-5-yl)pyridin-3-yl)-3-phenyl-2-(1-(pyridin-2-yl)cyclopropylamino)propanamide). As a reaction SMILES: [CH3:1][O:2][C:3]1[C:8]([NH:9][C:10](=[O:29])[C@@H:11]([NH:19][C:20]2([C:23]3[CH:28]=[CH:27][CH:26]=[CH:25][N:24]=3)[CH2:22][CH2:21]2)[CH2:12][C:13]2[CH:18]=[CH:17][CH:16]=[CH:15][CH:14]=2)=[CH:7][C:6](C2C=CN=CC=2)=[CH:5][N:4]=1.COC1C(N)=CC([C:45]2[N:49]([CH:50]3[CH2:55][CH2:54][CH2:53][CH2:52][O:51]3)[N:48]=[CH:47][CH:46]=2)=CN=1>>[CH3:1][O:2][C:3]1[C:8]([NH:9][C:10](=[O:29])[C@@H:11]([NH:19][C:20]2([C:23]3[CH:28]=[CH:27][CH:26]=[CH:25][N:24]=3)[CH2:22][CH2:21]2)[CH2:12][C:13]2[CH:18]=[CH:17][CH:16]=[CH:15][CH:14]=2)=[CH:7][C:6]([C:45]2[N:49]([CH:50]3[CH2:55][CH2:54][CH2:53][CH2:52][O:51]3)[N:48]=[CH:47][CH:46]=2)=[CH:5][N:4]=1. Procedure details: This example was made using the same general procedure as the synthesis of 11.1 starting with 2-methoxy-5-(1-(tetrahydro-2H-pyran-2-yl)-1H-pyrazol-5-yl)pyridin-3-amine 14.1.C instead of 2-Methoxy-5-(pyridine-4-yl)pyridine-3-amine 11.1.B to give (2S)—N-(2-methoxy-5-(1-(tetrahydro-2H-pyran-2-yl)-1H-pyrazol-5-yl)pyridin-3-yl)-3-phenyl-2-(1-(pyridin-2-yl)cyclopropylamino)propanamide 14.1.D. Reactants: CC(C)C(NC(c1ccccc1)(c1ccccc1)c1ccccc1)C(=O)O, C=CCC(CO)CO, C(=NC1CCCCC1)=NC1CCCCC1, ClCCl. RXN SMILES: [C:1]([c:2]1[cH:3][cH:4][cH:5][cH:6][cH:7]1)([c:8]1[cH:9][cH:10][cH:11][cH:12][cH:13]1)([c:14]1[cH:15][cH:16][cH:17][cH:18][cH:19]1)[NH:20][CH:21]([CH:22]([CH3:23])[CH3:24])[C:25](=[O:26])[OH:27].[CH2:28]([CH:29]=[CH2:30])[CH:31]([CH2:32][OH:33])[CH2:34][OH:35].[CH:36]1([N:37]=[C:38]=[N:39][CH:40]2[CH2:41][CH2:42][CH2:43][CH2:44][CH2:45]2)[CH2:46][CH2:47][CH2:48][CH2:49][CH2:50]1.[Cl:51][CH2:52][Cl:53]>>[C:1]([c:2]1[cH:3][cH:4][cH:5][cH:6][cH:7]1)([c:8]1[cH:9][cH:10][cH:11][cH:12][cH:13]1)([c:14]1[cH:15][cH:16][cH:17][cH:18][cH:19]1)[NH:20][CH:21]([CH:22]([CH3:23])[CH3:24])[C:25](=[O:26])[O:27][CH2:34][CH:31]([CH2:28][CH:29]=[CH2:30])[CH2:32][OH:33]. Product: C=CCC(CO)COC(=O)C(NC(c1ccccc1)(c1ccccc1)c1ccccc1)C(C)C. Starting materials: BrC(=C)CBr (2,3-dibromopropene), [Li]CCCC (nBuLi), hexanes, C1(=CC=CC=C1)C1C2=CC=CC=C2C=2C=CC=CC12 (9-phenylfluorene). Solvent: C1CCOC1 (THF), C1CCOC1 (THF). Reaction conditions: temperature -78 celsius, time 1 hour. Yields the product C1(=CC=CC=C1)C1(C2=CC=CC=C2C=2C=CC=CC12)CC(=C)Br (3-(9-Phenyl-9-fluorenyl)-2-bromo-propene). As a reaction SMILES: [C:1]1([CH:7]2[C:19]3[CH:18]=[CH:17][CH:16]=[CH:15][C:14]=3[C:13]3[C:8]2=[CH:9][CH:10]=[CH:11][CH:12]=3)[CH:6]=[CH:5][CH:4]=[CH:3][CH:2]=1.[Li]CCCC.[Br:25][C:26]([CH2:28]Br)=[CH2:27]>C1COCC1>[C:1]1([C:7]2([CH2:28][C:26]([Br:25])=[CH2:27])[C:19]3[CH:18]=[CH:17][CH:16]=[CH:15][C:14]=3[C:13]3[C:8]2=[CH:9][CH:10]=[CH:11][CH:12]=3)[CH:2]=[CH:3][CH:4]=[CH:5][CH:6]=1. Procedure details: A solution of 9-phenylfluorene in anhydrous THF is cooled to -78° C. under a nitrogen atmosphere. A solution of nBuLi in hexanes (1 eq) is added dropwise via syringe. After stirring at -78° C. for 10 min a solution of 2,3-dibromopropene (1.2eq) in THF is added dropwise via syringe. The solution is stirred at -78° C. for 1 h and then allowed to warm to room temperature. The reaction mixture is quenched by the addition of sat. aq NH4Cl. The resulting mixture is extracted with ether. The organic la... The reactants are CC(C)(C)O, NCc1ccccc1, Clc1nc(Nc2cc(C3CC3)[nH]n2)c2occc2n1, O=C(C=Cc1ccccc1)C=Cc1ccccc1, O=C(C=Cc1ccccc1)C=Cc1ccccc1, O=C(C=Cc1ccccc1)C=Cc1ccccc1, [Pd], [Pd]. Yields the product c1ccc(CNc2nc(Nc3cc(C4CC4)[nH]n3)c3occc3n2)cc1. Reaction SMILES: [C:84]([OH:85])([CH3:86])([CH3:87])[CH3:88].[CH2:20]([c:21]1[cH:22][cH:23][cH:24][cH:25][cH:26]1)[NH2:27].[Cl:1][c:2]1[n:3][c:4]([NH:11][c:12]2[n:13][nH:14][c:15]([CH:17]3[CH2:18][CH2:19]3)[cH:16]2)[c:5]2[c:6]([n:7]1)[cH:8][cH:9][o:10]2.[O:30]=[C:31]([CH:32]=[CH:33][c:34]1[cH:35][cH:36][cH:37][cH:38][cH:39]1)[CH:40]=[CH:41][c:42]1[cH:43][cH:44][cH:45][cH:46][cH:47]1.[O:48]=[C:49]([CH:50]=[CH:51][c:52]1[cH:53][cH:54][cH:55][cH:56][cH:57]1)[CH:58]=[CH:59][c:60]1[cH:61][cH:62][cH:63][cH:64][cH:65]1.[O:66]=[C:67]([CH:68]=[CH:69][c:70]1[cH:71][cH:72][cH:73][cH:74][cH:75]1)[CH:76]=[CH:77][c:78]1[cH:79][cH:80][cH:81][cH:82][cH:83]1.[Pd:28].[Pd:29]>>[c:2]1([NH:27][CH2:20][c:21]2[cH:22][cH:23][cH:24][cH:25][cH:26]2)[n:3][c:4]([NH:11][c:12]2[n:13][nH:14][c:15]([CH:17]3[CH2:18][CH2:19]3)[cH:16]2)[c:5]2[c:6]([n:7]1)[cH:8][cH:9][o:10]2. The reactants are [OH-].[Na+] (Sodium hydroxide), Cl (hydrogen chloride), FC=1C=C(C=CC1F)[C@@H]1N(CC[C@@H](C1)C(CC(=O)OCC)=O)C(=O)OC (Cis-methyl 2-(3,4-difluorophenyl)-4-(3-ethoxy-3-oxopropanoyl)piperidine-1-carboxylate), NO (Hydroxylamine). Solvent: O (water), CO (MeOH). Conditions: temperature -40 celsius, time 40 minute. The product is FC=1C=C(C=CC1F)[C@@H]1N(CC[C@@H](C1)C1=CC(NO1)=O)C(=O)OC (Cis-methyl 2-(3,4-difluorophenyl)-4-(3-oxo-2,3-dihydroisoxazol-5-yl)piperidine-1-carboxylate). Yield: 71.2%. RXN SMILES: [F:1][C:2]1[CH:3]=[C:4]([C@H:9]2[CH2:14][C@@H:13]([C:15](=[O:22])[CH2:16][C:17](OCC)=[O:18])[CH2:12][CH2:11][N:10]2[C:23]([O:25][CH3:26])=[O:24])[CH:5]=[CH:6][C:7]=1[F:8].[OH-].[Na+].[NH2:29]O.Cl>CO.O>[F:1][C:2]1[CH:3]=[C:4]([C@H:9]2[CH2:14][C@@H:13]([C:15]3[O:22][NH:29][C:17](=[O:18])[CH:16]=3)[CH2:12][CH2:11][N:10]2[C:23]([O:25][CH3:26])=[O:24])[CH:5]=[CH:6][C:7]=1[F:8] |f:1.2|. Procedure: Cis-methyl 2-(3,4-difluorophenyl)-4-(3-ethoxy-3-oxopropanoyl)piperidine-1-carboxylate (5.23 g, 14.16 mmol) was dissolved in MeOH (50 mL) and cooled to −40° C. Sodium hydroxide (3.73 mL, 14.16 mmol) dissolved in water (5.00 mL) was added and the reaction stirred at −40° C. for 40 min. Hydroxylamine (0.868 mL, 14.16 mmol) was added and stirring continued for 3.5 h at −40° C. The reaction mixture was then added to a prewarmed 80° C. solution of 6 M hydrogen chloride (73.2 mL, 438.95 mmol) and stirr... Reactants: ClC1=NC=CC(=N1)Cl (2,4-dichloropyrimidine), TEA, C(#C)C=1C=CC(=C(C1)NC(C(F)(F)F)=O)C (N-(5-ethynyl-2-methylphenyl)-2,2,2-trifluoroacetamide). Reagents/catalysts: Cl[Pd]([P](C1=CC=CC=C1)(C2=CC=CC=C2)C3=CC=CC=C3)([P](C4=CC=CC=C4)(C5=CC=CC=C5)C6=CC=CC=C6)Cl (Pd(PPh3)2Cl2), [Cu]I (CuI). Run in C1CCOC1 (THF), C1CCOC1 (THF). Reaction conditions: temperature 60 celsius, time 16 hour. Product: ClC1=NC=CC(=N1)C#CC=1C=CC(=C(C1)NC(C(F)(F)F)=O)C (N-{5-[(2-Chloro-4-pyrimidinyl)ethynyl]-2-methylphenyl}-2,2,2-trifluoroacetamide). The yield is 31.2%. As a reaction SMILES: [Cl:1][C:2]1[N:7]=[C:6](Cl)[CH:5]=[CH:4][N:3]=1.[C:9]([C:11]1[CH:12]=[CH:13][C:14]([CH3:24])=[C:15]([NH:17][C:18](=[O:23])[C:19]([F:22])([F:21])[F:20])[CH:16]=1)#[CH:10]>C1COCC1.Cl[Pd](Cl)([P](C1C=CC=CC=1)(C1C=CC=CC=1)C1C=CC=CC=1)[P](C1C=CC=CC=1)(C1C=CC=CC=1)C1C=CC=CC=1.[Cu]I>[Cl:1][C:2]1[N:7]=[C:6]([C:10]#[C:9][C:11]2[CH:12]=[CH:13][C:14]([CH3:24])=[C:15]([NH:17][C:18](=[O:23])[C:19]([F:20])([F:21])[F:22])[CH:16]=2)[CH:5]=[CH:4][N:3]=1 |^1:32,51|. Reported procedure: To a solution of 2,4-dichloropyrimidine (3.8 g, 25.5 mmol) in THF (175 mL) was added Pd(PPh3)2Cl2 (1.8 g, 2.6 mmol), CuI (247 mg, 1.3 mmol), and TEA (10.7 mL, 76.5 mmol) and the mixture was heated to 60° C. A solution of N-(5-ethynyl-2-methylphenyl)-2,2,2-trifluoroacetamide (6.4 g, 28 mmol) in THF (75 mL) was added through an addition funnel over 60 min. After 16 h, the dark reaction was concentrated onto silica gel and purified by column chromatography. Fractions containing product were concent... Reactants: Cl.ClCC1=C(N=C2N1C=C(C=C2)C)C2=CC=C(C=C2)C (3-(chloromethyl)-6-methyl-2-p-tolylimidazo[1,2-a]pyridine hydrochloride), N1C=NC=C1 (1H-imidazole), C(=O)(O)[O-].[Na+] (NaHCO3). The solvent is C(=O)(C)C#N (AcCN). Conditions: temperature 65 celsius. Product: N1(C=NC=C1)CC1=C(N=C2N1C=C(C=C2)C)C2=CC=C(C=C2)C (3-((1H-imidazol-1-yl)methyl)-6-methyl-2-p-tolylimidazo[1,2-a]pyridine). As a reaction SMILES: Cl.Cl[CH2:3][C:4]1[N:8]2[CH:9]=[C:10]([CH3:13])[CH:11]=[CH:12][C:7]2=[N:6][C:5]=1[C:14]1[CH:19]=[CH:18][C:17]([CH3:20])=[CH:16][CH:15]=1.[NH:21]1[CH:25]=[CH:24][N:23]=[CH:22]1.C([O-])(O)=O.[Na+]>C(C#N)(C)=O>[N:21]1([CH2:3][C:4]2[N:8]3[CH:9]=[C:10]([CH3:13])[CH:11]=[CH:12][C:7]3=[N:6][C:5]=2[C:14]2[CH:19]=[CH:18][C:17]([CH3:20])=[CH:16][CH:15]=2)[CH:25]=[CH:24][N:23]=[CH:22]1 |f:0.1,3.4|. Procedure details: A mixture of 3-(chloromethyl)-6-methyl-2-p-tolylimidazo[1,2-a]pyridine hydrochloride (0.10 mmol), 1H-imidazole (0.20 mmol, 2.0 eq) in AcCN (1 ml) was heated at 65° C. overnight. The mixture was basified with sat. NaHCO3 (5 ml), extracted with ethyl acetate or CH2Cl2 (2×5 ml). The combined organic solution was dried with Na2SO4, evaporated under vacuum. The product was purified by silica gel column chromatography (12 g silica gel RediSep column, eluted first with 10% ethyl acetate in hexane, then... The reactants are C(=O)(C(F)(F)F)O (TFA), C(C1=CC=CC=C1)(=O)O[C@@H]1[C@@H](OCCN=[N+]=[N-])O[C@@H]([C@H]([C@@H]1O[C@@H]1[C@@H](OC(C2=CC=CC=C2)=O)[C@@H](OC(C2=CC=CC=C2)=O)[C@H](OC(C2=CC=CC=C2)=O)[C@H](O1)COC(C1=CC=CC=C1)=O)OC(C1=CC=CC=C1)=O)COC(C1=CC=CC=C1)(C1=CC=CC=C1)C1=CC=CC=C1 (2-azidoethyl 2,4-di-O-benzoyl-3-O-(2,3,4,6-tetra-O-benzoyl-α-D-mannopyranosyl)-6-O-trityl-α-D-mannopyranoside). The solvent is C(Cl)Cl (CH2Cl2), C(Cl)Cl (CH2Cl2). Conditions: temperature 25 celsius, time 1 hour. The product is C(C1=CC=CC=C1)(=O)O[C@@H]1[C@@H](OCCN=[N+]=[N-])O[C@@H]([C@H]([C@@H]1O[C@@H]1[C@@H](OC(C2=CC=CC=C2)=O)[C@@H](OC(C2=CC=CC=C2)=O)[C@H](OC(C2=CC=CC=C2)=O)[C@H](O1)COC(C1=CC=CC=C1)=O)OC(C1=CC=CC=C1)=O)CO (2-azidoethyl 2,4-di-O-benzoyl-3-O-(2,3,4,6-tetra-O-benzoyl-α-D-mannopyranosyl)-α-D-mannopyranoside). RXN SMILES: [C:1]([O:9][C@H:10]1[C@@H:21]([O:22][C@H:23]2[O:55][C@H:54]([CH2:56][O:57][C:58](=[O:65])[C:59]3[CH:64]=[CH:63][CH:62]=[CH:61][CH:60]=3)[C@@H:44]([O:45][C:46](=[O:53])[C:47]3[CH:52]=[CH:51][CH:50]=[CH:49][CH:48]=3)[C@H:34]([O:35][C:36](=[O:43])[C:37]3[CH:42]=[CH:41][CH:40]=[CH:39][CH:38]=3)[C@@H:24]2[O:25][C:26](=[O:33])[C:27]2[CH:32]=[CH:31][CH:30]=[CH:29][CH:28]=2)[C@H:20]([O:66][C:67](=[O:74])[C:68]2[CH:73]=[CH:72][CH:71]=[CH:70][CH:69]=2)[C@@H:19]([CH2:75][O:76]C(C2C=CC=CC=2)(C2C=CC=CC=2)C2C=CC=CC=2)[O:18][C@@H:11]1[O:12][CH2:13][CH2:14][N:15]=[N+:16]=[N-:17])(=[O:8])[C:2]1[CH:7]=[CH:6][CH:5]=[CH:4][CH:3]=1.C(O)(C(F)(F)F)=O>C(Cl)Cl>[C:1]([O:9][C@H:10]1[C@@H:21]([O:22][C@H:23]2[O:55][C@H:54]([CH2:56][O:57][C:58](=[O:65])[C:59]3[CH:64]=[CH:63][CH:62]=[CH:61][CH:60]=3)[C@@H:44]([O:45][C:46](=[O:53])[C:47]3[CH:48]=[CH:49][CH:50]=[CH:51][CH:52]=3)[C@H:34]([O:35][C:36](=[O:43])[C:37]3[CH:42]=[CH:41][CH:40]=[CH:39][CH:38]=3)[C@@H:24]2[O:25][C:26](=[O:33])[C:27]2[CH:32]=[CH:31][CH:30]=[CH:29][CH:28]=2)[C@H:20]([O:66][C:67](=[O:74])[C:68]2[CH:73]=[CH:72][CH:71]=[CH:70][CH:69]=2)[C@@H:19]([CH2:75][OH:76])[O:18][C@@H:11]1[O:12][CH2:13][CH2:14][N:15]=[N+:16]=[N-:17])(=[O:8])[C:2]1[CH:7]=[CH:6][CH:5]=[CH:4][CH:3]=1. Procedure details: In a 50 mL round bottom flask was added 2-azidoethyl 2,4-di-O-benzoyl-3-O-(2,3,4,6-tetra-O-benzoyl-α-D-mannopyranosyl)-6-O-trityl-α-D-mannopyranoside (450 mg, 0.352 mmol) and CH2Cl2 (3 mL). To the above solution was added TFA (3 mL, 38.9 mmol). After stirring at 25° C. for 1 hr, the reaction mixture was diluted with CH2Cl2 (10 mL), washed with water (3×15 mL) and brine (10 mL). The organic phase was dried over MgSO4, filtered and concentrated. The residue was purified by flash chromatography on ...